This data is from the Open Reaction Database (ORD), a public repository of structured organic reaction records. The task is: describe an organic reaction: reactants, conditions, products, and yield Starting materials: COC1=CC2=CC(=CC=C2C=C1)C1=CC=C(C=C1)OC (2-Methoxy-7-(4-methoxy-phenyl)naphthalene), Cl.[NH+]1=CC=CC=C1 (pyridinium HCl). Solvent: Cl (HCl). Run at temperature 190 celsius, time 3 hour. The product is OC1=CC=C(C=C1)C1=CC=C2C=CC(=CC2=C1)O (7-(4-Hydroxyphenyl)-2-naphthol). Isolated yield 39.5%. Reaction SMILES: C[O:2][C:3]1[CH:12]=[CH:11][C:10]2[C:5](=[CH:6][C:7]([C:13]3[CH:18]=[CH:17][C:16]([O:19]C)=[CH:15][CH:14]=3)=[CH:8][CH:9]=2)[CH:4]=1.Cl.[NH+]1C=CC=CC=1>Cl>[OH:19][C:16]1[CH:17]=[CH:18][C:13]([C:7]2[CH:6]=[C:5]3[C:10]([CH:11]=[CH:12][C:3]([OH:2])=[CH:4]3)=[CH:9][CH:8]=2)=[CH:14][CH:15]=1 |f:1.2|. Procedure details: 2-Methoxy-7-(4-methoxy-phenyl)naphthalene (1.02 g, 3.86 mmol) was added to of pyridinium HCl (10 g) at 190° C. The solution was stirred for 3 hr at 190° C. and cooled to room temperature and stirred with 200 mL of 1 N HCl. The resulting suspension was filtered and dissolved ethyl acetate (500 mL). The combined organic layers were washed with water (200 mL), dried over magnesium sulfate, filtered, the solvent removed under vacuum, and the product purified by silica chromatography (40% ethyl aceta... Starting materials: Cl.FC1=CC=C(C=C1)C(CC=1NC(=C(N1)C)C1=CC=CC=C1)=O (1-(4-fluorophenyl)-2-(4-methyl-5-phenyl-1H-imidazol-2-yl)ethanone hydrochloride), C[O-].[Na+] (sodium methylate), C(C#C)(=O)OC (methyl propiolate). Yields the product FC1=CC=C(C(=O)C2=C3N(C(C=C2)=O)C(=C(N3)C3=CC=CC=C3)C)C=C1 (8-(4-Fluorobenzoyl)-3-methyl-2-phenylimidazo[1,2-a]pyridin-5(1H)-one). As a reaction SMILES: Cl.[F:2][C:3]1[CH:8]=[CH:7][C:6]([C:9](=[O:23])[CH2:10][C:11]2[NH:12][C:13]([C:17]3[CH:22]=[CH:21][CH:20]=[CH:19][CH:18]=3)=[C:14]([CH3:16])[N:15]=2)=[CH:5][CH:4]=1.C[O-].[Na+].[C:27](OC)(=[O:30])[C:28]#[CH:29]>>[F:2][C:3]1[CH:4]=[CH:5][C:6]([C:9]([C:10]2[CH:29]=[CH:28][C:27](=[O:30])[N:15]3[C:14]([CH3:16])=[C:13]([C:17]4[CH:22]=[CH:21][CH:20]=[CH:19][CH:18]=4)[NH:12][C:11]=23)=[O:23])=[CH:7][CH:8]=1 |f:0.1,2.3|. Procedure details: The compound is prepared as described in example 25 with 300 mg (0.91 mmol) of 1-(4-fluorophenyl)-2-(4-methyl-5-phenyl-1H-imidazol-2-yl)ethanone hydrochloride (example LI), 90 mg (1.80 mmol) of sodium methylate and 76 mg (0.91 mmol) methyl propiolate. The reactants are C(C)OC(C1=C(C=CC=C1)B1OC(C(O1)(C)C)(C)C)=O (ethyl-2-(4,4,5,5-tetramethyl-1,3,2-dioxaborolan-2-yl)benzoate), BrC=1C=C2C=CC(=NC2=CC1)N (6-bromoquinolin-2-amine), PdCl2(PPh(t-Bu)2)2, C(C)(=O)[O-].[K+] (potassium acetate), CCO (EtOH), O (water). Run at temperature 85 celsius, time 72 hour. Product: NC1=NC2=CC=C(C=C2C=C1)C1=C(C(=O)OCC)C=CC=C1 (ethyl 2-(2-aminoquinolin-6-yl)benzoate). As a reaction SMILES: [CH2:1]([O:3][C:4](=[O:20])[C:5]1[CH:10]=[CH:9][CH:8]=[CH:7][C:6]=1B1OC(C)(C)C(C)(C)O1)[CH3:2].Br[C:22]1[CH:23]=[C:24]2[C:29](=[CH:30][CH:31]=1)[N:28]=[C:27]([NH2:32])[CH:26]=[CH:25]2.C([O-])(=O)C.[K+].CCO.O>>[NH2:32][C:27]1[CH:26]=[CH:25][C:24]2[C:29](=[CH:30][CH:31]=[C:22]([C:6]3[CH:7]=[CH:8][CH:9]=[CH:10][C:5]=3[C:4]([O:3][CH2:1][CH3:2])=[O:20])[CH:23]=2)[N:28]=1 |f:2.3|. Procedure: To a microwave reaction vessel was added ethyl-2-(4,4,5,5-tetramethyl-1,3,2-dioxaborolan-2-yl)benzoate (3.7 g, 13 mmol), 6-bromoquinolin-2-amine (2.0 g, 9.0 mmol), PdCl2(PPh(t-Bu)2)2 (0.084 g, 0.13 mmol), potassium acetate (1.8 g, 18 mmol), EtOH (9.9 ml, 170 mmol) and water (2.4 ml, 134 mmol). The reaction mixture was heated at 85° C. for 8 h, and was then partitioned between EtOAc and water. The organic layer was washed with water and brine and allowed to stand for 72 h. The supernatant was dec... Reactants: C1CCCCC1, COC(=O)C=CC=C(c1ccc(OC)cc1)C1CCCCC1, CO, CCCCCC, [Na+], [OH-]. Product: COc1ccc(C(=CC=CC(=O)O)C2CCCCC2)cc1. As a reaction SMILES: [CH2:33]1[CH2:34][CH2:35][CH2:36][CH2:37][CH2:38]1.[CH3:1][O:2][C:3]([CH:4]=[CH:5][CH:6]=[C:7]([c:8]1[cH:9][cH:10][c:11]([O:14][CH3:15])[cH:12][cH:13]1)[CH:16]1[CH2:17][CH2:18][CH2:19][CH2:20][CH2:21]1)=[O:22].[CH3:23][OH:24].[CH3:27][CH2:28][CH2:29][CH2:30][CH2:31][CH3:32].[Na+:26].[OH-:25]>>[O:2]=[C:3]([CH:4]=[CH:5][CH:6]=[C:7]([c:8]1[cH:9][cH:10][c:11]([O:14][CH3:15])[cH:12][cH:13]1)[CH:16]1[CH2:17][CH2:18][CH2:19][CH2:20][CH2:21]1)[OH:22]. Starting materials: CCO, [Na+], [OH-], O, N#Cc1ccc(-c2ccccc2)cn1. The product is O=C(O)c1ccc(-c2ccccc2)cn1. As a reaction SMILES: [CH3:18][CH2:19][OH:20].[Na+:3].[OH-:2].[OH2:1].[c:4]1(-[c:10]2[cH:11][cH:12][c:13]([C:16]#[N:17])[n:14][cH:15]2)[cH:5][cH:6][cH:7][cH:8][cH:9]1>>[O:1]=[C:16]([OH:2])[c:13]1[cH:12][cH:11][c:10](-[c:4]2[cH:5][cH:6][cH:7][cH:8][cH:9]2)[cH:15][n:14]1. The reactants are Cl.NCC(CC(=O)OCC1=CC=CC=C1)CC(C)C (Benzyl 3-Aminomethyl-5-Methyl-Hexanoate Hydrochloride), CN1CCOCC1 (N-methylmorpholine), ClC(=O)OC(C(C)C)Cl (1-chloro-2-methylpropyl chloroformate). Run in ClCCl (dichloromethane), ClCCl (dichloromethane). Conditions: temperature 0 celsius. Product: ClC(C(C)C)OC(=O)NCC(CC(=O)OCC1=CC=CC=C1)CC(C)C (Benzyl 3-{[(α-Chloroisobutoxy)carbonyl]aminomethyl}-5-Methyl-Hexanoate). RXN SMILES: Cl.[NH2:2][CH2:3][CH:4]([CH2:16][CH:17]([CH3:19])[CH3:18])[CH2:5][C:6]([O:8][CH2:9][C:10]1[CH:15]=[CH:14][CH:13]=[CH:12][CH:11]=1)=[O:7].CN1CCOCC1.Cl[C:28]([O:30][CH:31]([Cl:35])[CH:32]([CH3:34])[CH3:33])=[O:29]>ClCCl>[Cl:35][CH:31]([O:30][C:28]([NH:2][CH2:3][CH:4]([CH2:16][CH:17]([CH3:19])[CH3:18])[CH2:5][C:6]([O:8][CH2:9][C:10]1[CH:11]=[CH:12][CH:13]=[CH:14][CH:15]=1)=[O:7])=[O:29])[CH:32]([CH3:34])[CH3:33] |f:0.1|. Reported procedure: To a stirred solution of (39) (594 mg, 2.38 mmol) in dichloromethane at 0° C. was added N-methylmorpholine (0.523 mL, 4.77 mmol) and 1-chloro-2-methylpropyl chloroformate (0.347 mL, 2.38 mmol). The resulting solution was stirred at 0° C. until the reaction was complete (˜30 min, as monitored by TLC) and then was diluted with dichloromethane, washed successively with cold 1N HCl solution, water and brine, then dried over anhydrous Na2SO4. Filtration and removal of the solvent in vacuo afforded th... Reactants: [N+](=O)([O-])C1=CC=C(COC(=O)NCCCC(=S)O)C=C1 (4-p-nitrobenzyloxycarbonylaminothiobutyric acid), C(C)C1C(NC1OC(C)=O)=O (3-ethyl-4-acetoxyazetidin-2-one). Run in [OH-].[Na+] (sodium hydroxide), O1CCOCC1 (dioxan). Conditions: time 2 hour. Product: C(C)C1C(NC1SC(CCCNC(=O)OCC1=CC=C(C=C1)[N+](=O)[O-])=O)=O (3-ethyl-4-(4-p-nitrobenzyloxycarbonylaminobutyrylthio)-2-oxoazetidine). Reaction SMILES: [N+:1]([C:4]1[CH:20]=[CH:19][C:7]([CH2:8][O:9][C:10]([NH:12][CH2:13][CH2:14][CH2:15][C:16]([OH:18])=[S:17])=[O:11])=[CH:6][CH:5]=1)([O-:3])=[O:2].[CH2:21]([CH:23]1[CH:26](OC(=O)C)[NH:25][C:24]1=[O:31])[CH3:22]>[OH-].[Na+].O1CCOCC1>[CH2:21]([CH:23]1[CH:26]([S:17][C:16](=[O:18])[CH2:15][CH2:14][CH2:13][NH:12][C:10]([O:9][CH2:8][C:7]2[CH:19]=[CH:20][C:4]([N+:1]([O-:3])=[O:2])=[CH:5][CH:6]=2)=[O:11])[NH:25][C:24]1=[O:31])[CH3:22] |f:2.3|. Procedure details: A solution, prepared in the cold, of 7.95 g (26.7 mmole) of 4-p-nitrobenzyloxycarbonylaminothiobutyric acid in 26.7 ml of 1N sodium hydroxide solution is added dropwise to a pre-cooled solution of 3.24 g (20 mmole) of 3-ethyl-4-acetoxyazetidin-2-one (racemic cis-trans compound in a ratio of 6:4) in 50 ml of dioxan and the mixture is stirred for 2 hours at room temperature. The reaction mixture is exhaustively extracted with methylene chloride. The combined organic phases are dried over sodium su... Starting materials: CC1=C(C(=O)C2=C(C1=O)N3C[C@H]4[C@@H]([C@@]3([C@@H]2COC(=O)N)OC)N4)OC (mitomycin A), CNCC#C (N-methylpropargylamine). RXN SMILES: [CH3:1][C:2]1[C:8](=[O:9])[C:7]2[N:10]3[C@@:14]([O:21][CH3:22])([C@H:15]([CH2:16][O:17][C:18]([NH2:20])=[O:19])[C:6]=2[C:4](=[O:5])[C:3]=1OC)[C@H:13]1[NH:23][C@H:12]1[CH2:11]3.[CH3:26][NH:27][CH2:28][C:29]#[CH:30]>CO>[C:18](=[O:17])([OH:19])[NH2:20].[OH:17][CH2:16][CH:15]1[C:6]2[C:4](=[O:5])[C:3]([N:27]([CH2:28][C:29]#[CH:30])[CH3:26])=[C:2]([CH3:1])[C:8](=[O:9])[C:7]=2[N:10]2[CH2:11][CH:12]3[NH:23][CH:13]3[C:14]12[O:21][CH3:22] |f:3.4|. Yields the product C(N)(O)=O.OCC1C2(N(C=3C(C(=C(C(C13)=O)N(C)CC#C)C)=O)CC1C2N1)OC (1,1a,2,8,8a,8b-Hexahydro-8-(hydroxymethyl)-8a-methoxy-5-methyl-6-(N-methylpropargylamino)-azirino[2',3':3,4]pyrrolo[1,2-a]indole-4,7-dione carbamate). Conditions: time 3 hour. Run in CO (methanol). Procedure: To a solution of 50 mg (0.14 mmol) of mitomycin A in 10 ml of anhydrous methanol was stirred with 150 mg (2 mmol) of N-methylpropargylamine at room temperature. The reaction appeared to be complete in 3 hours, as revealed by TLC. The solvent was removed by evaporation under reduced pressure and the residue was chromatographed using silica-gel as adsorbent. The fraction obtained by eluting the column with ethyl acetate was evaporated under reduced pressure. Recrystallization from a mixture of met... Yield: 70.6%. Reactants: OC1C[C@H]2[C@@H](O1)CC(=C2)C=O ((3aR,6aS)-2-Hydroxy-3,3a,6,6a-tetrahydro-2H-cyclopenta[b]furan-5-carbaldehyde), C(C1=CC=CC=C1)O (Benzyl alcohol), 15, [O-]S(=O)(=O)[O-].[Mg+2] (MgSO4). The solvent is C(Cl)Cl (CH2Cl2). The product is C(C1=CC=CC=C1)OC1C[C@H]2[C@@H](O1)CC(=C2)C=O ((3aR,6aS)-2-(Benzyloxy)-3,3a,6,6a-tetrahydro-2H-cyclopenta[b]furan-5-carbaldehyde). As a reaction SMILES: [OH:1][CH:2]1[O:6][C@H:5]2[CH2:7][C:8]([CH:10]=[O:11])=[CH:9][C@H:4]2[CH2:3]1.[CH2:12](O)[C:13]1[CH:18]=[CH:17][CH:16]=[CH:15][CH:14]=1.[O-]S([O-])(=O)=O.[Mg+2]>C(Cl)Cl>[CH2:12]([O:1][CH:2]1[O:6][C@H:5]2[CH2:7][C:8]([CH:10]=[O:11])=[CH:9][C@H:4]2[CH2:3]1)[C:13]1[CH:18]=[CH:17][CH:16]=[CH:15][CH:14]=1 |f:2.3|. Procedure details: Purified lactol 7 (591.5 mg, 3.84 mmol, 1 eq.), was dissolved in CH2Cl2 (7 ml) and stirred at r.t. Benzyl alcohol (794.1 μL, 7.68 mmol, 2 eq.) was added via syringe and amberlyst 15 (56.5 mg) and MgSO4 (1.16 g) were added as solids. The reaction mixture was stirred at r.t. for 36 h. The reaction mixture was filtered through a sinter funnel and the solids washed with CH2Cl2 (2×10 ml). The filtrate was concentrated under reduced pressure to give the crude material which was purified by column chro... Starting materials: N1N=CN=C1 (1,2,4-triazole), ClC=1N=C(C2=C(N1)SC(=C2)[N+](=O)[O-])NCC2=CC=C(C=C2)F (2-chloro-6-nitro-4-(4-fluorobenzylamino)-thieno-[2,3-d]-pyrimidine). Yields the product N1(N=CN=C1)C=1N=C(C2=C(N1)SC(=C2)[N+](=O)[O-])NCC2=CC=C(C=C2)F (2-(1,2,4-triazol-1-yl)-6-nitro-4-(4-fluorobenzylamino)-thieno-[2,3-d]-pyrimidine). Reaction SMILES: [NH:1]1[CH:5]=[N:4][CH:3]=[N:2]1.Cl[C:7]1[N:8]=[C:9]([NH:19][CH2:20][C:21]2[CH:26]=[CH:25][C:24]([F:27])=[CH:23][CH:22]=2)[C:10]2[CH:15]=[C:14]([N+:16]([O-:18])=[O:17])[S:13][C:11]=2[N:12]=1>>[N:1]1([C:7]2[N:8]=[C:9]([NH:19][CH2:20][C:21]3[CH:26]=[CH:25][C:24]([F:27])=[CH:23][CH:22]=3)[C:10]3[CH:15]=[C:14]([N+:16]([O-:18])=[O:17])[S:13][C:11]=3[N:12]=2)[CH:5]=[N:4][CH:3]=[N:2]1. Procedure: Following the procedure of Example 97, the reaction of 1,2,4-triazole with 2-chloro-6-nitro-4-(4-fluorobenzylamino)-thieno-[2,3-d]-pyrimidine gives 2-(1,2,4-triazol-1-yl)-6-nitro-4-(4-fluorobenzylamino)-thieno-[2,3-d]-pyrimidine.